This data is from the Open Reaction Database (ORD), a public repository of structured organic reaction records. The task is: describe an organic reaction: reactants, conditions, products, and yield The product is Nc1ncc(-c2cccnc2)cc1-c1ncsc1-c1cccc(Cl)c1Cl. RXN SMILES: [CH3:1][O:2][c:3]1[cH:4][cH:5][c:6]([CH2:7][NH:8][c:9]2[n:10][cH:11][c:12](-[c:28]3[cH:29][n:30][cH:31][cH:32][cH:33]3)[cH:13][c:14]2-[c:15]2[n:16][cH:17][s:18][c:19]2-[c:20]2[c:21]([Cl:27])[c:22]([Cl:26])[cH:23][cH:24][cH:25]2)[cH:34][cH:35]1.[F:36][C:37]([F:38])([F:39])[C:40]([OH:41])=[O:42]>>[NH2:8][c:9]1[n:10][cH:11][c:12](-[c:28]2[cH:29][n:30][cH:31][cH:32][cH:33]2)[cH:13][c:14]1-[c:15]1[n:16][cH:17][s:18][c:19]1-[c:20]1[c:21]([Cl:27])[c:22]([Cl:26])[cH:23][cH:24][cH:25]1. The reactants are COc1ccc(CNc2ncc(-c3cccnc3)cc2-c2ncsc2-c2cccc(Cl)c2Cl)cc1, O=C(O)C(F)(F)F. The reactants are C(C1=CC=CC=C1)=O (benzaldehyde), NCCC1=CNC2=CC=C(C=C12)C#N (3-(2-aminoethyl)-1H-indole-5-carbonitrile), [BH4-].[Na+] (Sodium borohydride). Solvent: C(C)O (ethanol). Conditions: time 2 hour. Product: C1(=CC=CC=C1)CNCCC1=CNC2=CC=C(C=C12)C#N (3-[2-[(Phenylmethyl)amino]ethyl]-1H-indole-5-carbonitrile). The yield is 51.1%. Reaction SMILES: [CH:1](=O)[C:2]1[CH:7]=[CH:6][CH:5]=[CH:4][CH:3]=1.[NH2:9][CH2:10][CH2:11][C:12]1[C:20]2[C:15](=[CH:16][CH:17]=[C:18]([C:21]#[N:22])[CH:19]=2)[NH:14][CH:13]=1.[BH4-].[Na+]>C(O)C>[C:2]1([CH2:1][NH:9][CH2:10][CH2:11][C:12]2[C:20]3[C:15](=[CH:16][CH:17]=[C:18]([C:21]#[N:22])[CH:19]=3)[NH:14][CH:13]=2)[CH:7]=[CH:6][CH:5]=[CH:4][CH:3]=1 |f:2.3|. Procedure: Freshly distilled benzaldehyde (2.96 g) was added to a solution of 3-(2-aminoethyl)-1H-indole-5-carbonitrile (5 g) in absolute ethanol (120 ml). The mixture was heated at reflux for 2 h before cooling to 10°. Sodium borohydride (1 g) was added and the suspension stirred for 2 h. The mixture was reduced to dryness and the residue recrystallised from a mixture of toluene and petroleum ether (b.p. 60°-80°). The solid was washed well with water and dried to give the title compound as a powder (3.8 g...